Dataset: the Open Reaction Database (ORD), a public repository of structured organic reaction records. Task: describe an organic reaction: reactants, conditions, products, and yield Starting materials: BrCc1ccccc1, O=C([O-])[O-], O=C([O-])O, CO, O=Cc1ccc(C(=O)O)cc1, [Cs+], [Cs+], [Na+], CN(C)C=O, O. Yields the product O=Cc1ccc(C(=O)OCc2ccccc2)cc1. Reaction SMILES: [Br:20][CH2:21][c:22]1[cH:23][cH:24][cH:25][cH:26][cH:27]1.[C:14](=[O:15])([O-:16])[O-:17].[C:33](=[O:34])([OH:35])[O-:36].[CH3:12][OH:13].[CH:1](=[O:2])[c:3]1[cH:4][cH:5][c:6]([C:7](=[O:8])[OH:9])[cH:10][cH:11]1.[Cs+:18].[Cs+:19].[Na+:37].[O:28]=[CH:29][N:30]([CH3:31])[CH3:32].[OH2:38]>>[CH:1](=[O:2])[c:3]1[cH:4][cH:5][c:6]([C:7]([O:8][CH2:21][c:22]2[cH:23][cH:24][cH:25][cH:26][cH:27]2)=[O:9])[cH:10][cH:11]1. Starting materials: CS(C)=O, COc1ccc(Br)cc1C(C)(C)CC(=O)C(F)(F)F. The product is COc1ccc(Br)cc1C(C)(C)CC1(C(F)(F)F)CO1. As a reaction SMILES: [CH3:20][S:21]([CH3:22])=[O:23].[F:1][C:2]([C:3]([CH2:4][C:5]([CH3:6])([CH3:7])[c:8]1[c:9]([O:15][CH3:16])[cH:10][cH:11][c:12]([Br:14])[cH:13]1)=[O:17])([F:18])[F:19]>>[F:1][C:2]([C:3]1([CH2:4][C:5]([CH3:6])([CH3:7])[c:8]2[c:9]([O:15][CH3:16])[cH:10][cH:11][c:12]([Br:14])[cH:13]2)[O:17][CH2:20]1)([F:18])[F:19]. Starting materials: C(C)C1=C(C=CC=C1)O (2-ethylphenol), C([O-])([O-])=O.[K+].[K+] (potassium carbonate), C(C)OC(CBr)=O (ethylbromoacetate). Solvent: CN(C)C=O (DMF). Reaction conditions: temperature 60 celsius. Product: C(C)C1=C(OCC(=O)OCC)C=CC=C1 (Ethyl (2-ethylphenoxy)acetate). Yield: 81.9%. Reaction SMILES: [CH2:1]([C:3]1[CH:8]=[CH:7][CH:6]=[CH:5][C:4]=1[OH:9])[CH3:2].C(=O)([O-])[O-].[K+].[K+].[CH2:16]([O:18][C:19](=[O:22])[CH2:20]Br)[CH3:17]>CN(C=O)C>[CH2:1]([C:3]1[CH:8]=[CH:7][CH:6]=[CH:5][C:4]=1[O:9][CH2:20][C:19]([O:18][CH2:16][CH3:17])=[O:22])[CH3:2] |f:1.2.3|. Procedure details: To a stirred solution of 2-ethylphenol (5ml, 42.4mmoles, 1eq) in dry DMF (120ml, 0.35M) was added potassium carbonate (6.45g, 46.6mmoles, 1.1eq) and ethylbromoacetate (4.7ml, 42.2mmoles, 1eq) and heated to 60° C. overnight. After cooling to room temperature the reaction mixture was partitioned between ethyl ether and 1N NaOH. The phases were separated and the organic portion washed twice with 1N NaOH, twice with H2O, brine, dried over Na2SO4, filtered and concentrated in vacuo to yield 7.2g (82%... Starting materials: ice water, CO (methanol), O(C1=CC=CC=C1)C(=O)N1CCC(CC1)(OC1=C(C=C(C=C1)F)[N+](=O)[O-])C#C (1-N-phenoxycarbonyl-4-ethynyl-4-(4-fluoro-2-nitrophenoxy)piperidine), Cl (hydrochloric acid). Reagents/catalysts: [Fe] (iron). The solvent is O (water). Reaction conditions: time 2 hour. Yields the product O(C1=CC=CC=C1)C(=O)N1CCC(CC1)(C#C)OC1=C(C=C(C=C1)F)N (1-N-Phenoxycarbonyl-4-(2-amino-4-fluorophenoxy)-4-ethynylpiperidine). Isolated yield 32.9%. As a reaction SMILES: CO.[O:3]([C:10]([N:12]1[CH2:17][CH2:16][C:15]([C:29]#[CH:30])([O:18][C:19]2[CH:24]=[CH:23][C:22]([F:25])=[CH:21][C:20]=2[N+:26]([O-])=O)[CH2:14][CH2:13]1)=[O:11])[C:4]1[CH:9]=[CH:8][CH:7]=[CH:6][CH:5]=1.Cl>O.[Fe]>[O:3]([C:10]([N:12]1[CH2:17][CH2:16][C:15]([O:18][C:19]2[CH:24]=[CH:23][C:22]([F:25])=[CH:21][C:20]=2[NH2:26])([C:29]#[CH:30])[CH2:14][CH2:13]1)=[O:11])[C:4]1[CH:9]=[CH:8][CH:7]=[CH:6][CH:5]=1. Procedure details: To a stirred suspension of 735 ml of methanol and 51.7 g of 1-N-phenoxycarbonyl-4-ethynyl-4-(4-fluoro-2-nitrophenoxy)piperidine was added a solution of 51 ml of concentrated hydrochloric acid in 206 ml of water. To the stirred mixture was added, in aliquots, 80.2 g of iron (reduced, electrolytic). The mixture was stirred 2 hr, heated to 45° for 1 hr and allowed to cool to room temperature. The mixture was poured into ice/water, extracted twice with dichloromethane, washed with saturated sodium c...